This data is from the Open Reaction Database (ORD), a public repository of structured organic reaction records. The task is: describe an organic reaction: reactants, conditions, products, and yield Reactants: CS(C)=O, O, OCCNc1ccccc1, CC(C)(C)OC(=O)N1CCc2nc(Nc3ccc(-c4cnco4)cc3)nc(OS(=O)(=O)C(F)(F)F)c2C1. The product is CC(C)(C)OC(=O)N1CCc2nc(Nc3ccc(-c4cnco4)cc3)nc(N(CCO)c3ccccc3)c2C1. RXN SMILES: [CH3:49][S:50]([CH3:51])=[O:52].[OH2:48].[c:1]1([NH:7][CH2:8][CH2:9][OH:10])[cH:2][cH:3][cH:4][cH:5][cH:6]1.[o:11]1[cH:12][n:13][cH:14][c:15]1-[c:16]1[cH:17][cH:18][c:19]([NH:22][c:23]2[n:24][c:25]([O:40][S:41]([C:42]([F:43])([F:44])[F:45])(=[O:46])=[O:47])[c:26]3[c:27]([n:28]2)[CH2:29][CH2:30][N:31]([C:33](=[O:34])[O:35][C:36]([CH3:37])([CH3:38])[CH3:39])[CH2:32]3)[cH:20][cH:21]1>>[c:1]1([N:7]([CH2:8][CH2:9][OH:10])[c:25]2[n:24][c:23]([NH:22][c:19]3[cH:18][cH:17][c:16](-[c:15]4[o:11][cH:12][n:13][cH:14]4)[cH:21][cH:20]3)[n:28][c:27]3[c:26]2[CH2:32][N:31]([C:33](=[O:34])[O:35][C:36]([CH3:37])([CH3:38])[CH3:39])[CH2:30][CH2:29]3)[cH:2][cH:3][cH:4][cH:5][cH:6]1. Reactants: CC(=O)OCC1OC(n2ccc3c(Cl)cccc32)C(OC(C)=O)C(OC(C)=O)C1OC(C)=O, O=C(Cl)c1ccc(I)cc1. The product is CC(=O)OCC1OC(n2cc(C(=O)c3ccc(I)cc3)c3c(Cl)cccc32)C(OC(C)=O)C(OC(C)=O)C1OC(C)=O. Reaction SMILES: [Cl:1][c:2]1[c:3]2[cH:4][cH:5][n:6]([CH:11]3[CH:12]([O:13][C:14]([CH3:15])=[O:16])[CH:17]([O:18][C:19]([CH3:20])=[O:21])[CH:22]([O:23][C:24]([CH3:25])=[O:26])[CH:27]([CH2:29][O:30][C:31]([CH3:32])=[O:33])[O:28]3)[c:7]2[cH:8][cH:9][cH:10]1.[I:34][c:35]1[cH:36][cH:37][c:38]([C:39](=[O:40])[Cl:41])[cH:42][cH:43]1>>[Cl:1][c:2]1[c:3]2[c:4]([C:39]([c:38]3[cH:37][cH:36][c:35]([I:34])[cH:43][cH:42]3)=[O:40])[cH:5][n:6]([CH:11]3[CH:12]([O:13][C:14]([CH3:15])=[O:16])[CH:17]([O:18][C:19]([CH3:20])=[O:21])[CH:22]([O:23][C:24]([CH3:25])=[O:26])[CH:27]([CH2:29][O:30][C:31]([CH3:32])=[O:33])[O:28]3)[c:7]2[cH:8][cH:9][cH:10]1. The reactants are Cl (hydrochloric acid), C(C1=CC=CC=C1)(C1=CC=CC=C1)OC(=O)C(C1=CC(=C(C=C1)OCOCCOC)OCOCCOC)ON=C(C(=O)O)C=1N=C(SC1)NC(C1=CC=CC=C1)(C1=CC=CC=C1)C1=CC=CC=C1 (2-[α-benzhydryloxycarbonyl-3,4-di(2-methoxyethoxymethoxy)benzyloxyimino]-2-(tritylaminothiazol-4-yl)acetic acid), NC1[C@@H]2N(C(=C(CS2)CCl)C(=O)OC(C2=CC=CC=C2)C2=CC=CC=C2)C1=O (benzhydryl 7-amino-3-chloromethyl-3-cephem-4-carboxylate), CN(C1=CC=CC=C1)C (N,N-dimethylaniline), P(=O)(Cl)(Cl)Cl (phosphorus oxychloride). Run in C(Cl)Cl (methylene chloride). Run at time 1 hour. Product: C(C1=CC=CC=C1)(C1=CC=CC=C1)OC(=O)C(C1=CC(=C(C=C1)OCOCCOC)OCOCCOC)ON=C(C(=O)NC1[C@@H]2N(C(=C(CS2)CCl)C(=O)OC(C2=CC=CC=C2)C2=CC=CC=C2)C1=O)C=1N=C(SC1)NC(C1=CC=CC=C1)(C1=CC=CC=C1)C1=CC=CC=C1 (benzhydryl 7-{2-[α-benzhydryloxycarbonyl-3,4-di(2-methoxyethoxymethoxy)benzyloxyimino]-2-(tritylaminothiazol-4-yl)acetamido}-3-chloromethyl-3-cephem-4-carboxylate). As a reaction SMILES: [CH:1]([O:14][C:15]([CH:17]([O:38][N:39]=[C:40]([C:44]1[N:45]=[C:46]([NH:49][C:50]([C:63]2[CH:68]=[CH:67][CH:66]=[CH:65][CH:64]=2)([C:57]2[CH:62]=[CH:61][CH:60]=[CH:59][CH:58]=2)[C:51]2[CH:56]=[CH:55][CH:54]=[CH:53][CH:52]=2)[S:47][CH:48]=1)[C:41](O)=[O:42])[C:18]1[CH:23]=[CH:22][C:21]([O:24][CH2:25][O:26][CH2:27][CH2:28][O:29][CH3:30])=[C:20]([O:31][CH2:32][O:33][CH2:34][CH2:35][O:36][CH3:37])[CH:19]=1)=[O:16])([C:8]1[CH:13]=[CH:12][CH:11]=[CH:10][CH:9]=1)[C:2]1[CH:7]=[CH:6][CH:5]=[CH:4][CH:3]=1.[NH2:69][CH:70]1[C:95](=[O:96])[N:72]2[C:73]([C:79]([O:81][CH:82]([C:89]3[CH:94]=[CH:93][CH:92]=[CH:91][CH:90]=3)[C:83]3[CH:88]=[CH:87][CH:86]=[CH:85][CH:84]=3)=[O:80])=[C:74]([CH2:77][Cl:78])[CH2:75][S:76][C@H:71]12.CN(C)C1C=CC=CC=1.P(Cl)(Cl)(Cl)=O.Cl>C(Cl)Cl>[CH:1]([O:14][C:15]([CH:17]([O:38][N:39]=[C:40]([C:44]1[N:45]=[C:46]([NH:49][C:50]([C:63]2[CH:64]=[CH:65][CH:66]=[CH:67][CH:68]=2)([C:51]2[CH:56]=[CH:55][CH:54]=[CH:53][CH:52]=2)[C:57]2[CH:58]=[CH:59][CH:60]=[CH:61][CH:62]=2)[S:47][CH:48]=1)[C:41]([NH:69][CH:70]1[C:95](=[O:96])[N:72]2[C:73]([C:79]([O:81][CH:82]([C:83]3[CH:88]=[CH:87][CH:86]=[CH:85][CH:84]=3)[C:89]3[CH:90]=[CH:91][CH:92]=[CH:93][CH:94]=3)=[O:80])=[C:74]([CH2:77][Cl:78])[CH2:75][S:76][C@H:71]12)=[O:42])[C:18]1[CH:23]=[CH:22][C:21]([O:24][CH2:25][O:26][CH2:27][CH2:28][O:29][CH3:30])=[C:20]([O:31][CH2:32][O:33][CH2:34][CH2:35][O:36][CH3:37])[CH:19]=1)=[O:16])([C:2]1[CH:7]=[CH:6][CH:5]=[CH:4][CH:3]=1)[C:8]1[CH:13]=[CH:12][CH:11]=[CH:10][CH:9]=1. Procedure: 4.87 g (5.19 mmol) of 2-[α-benzhydryloxycarbonyl-3,4-di(2-methoxyethoxymethoxy)benzyloxyimino]-2-(tritylaminothiazol-4-yl)acetic acid (syn-isomer) and 2.34 g (5.64 mmol) of benzhydryl 7-amino-3-chloromethyl-3-cephem-4-carboxylate were dissolved in 90 ml of methylene chloride, and 3.2 ml (25.4 mmol) of N,N-dimethylaniline and 0.63 ml (6.77 mmol) of phosphorus oxychloride were dropwise added at 0° C. The mixture was stirred for 1 hour. The reaction solution was poured into 1 N hydrochloric acid, a... Reactants: CN(S(=O)(=O)Cl)C (dimethylsulfamyl chloride), N1=C(C=CC=C1)C(=O)C1=CC(=C(C=C1)OCC1=CC=CC=C1)N (3-amino-4-benzyloxyphenyl 2-pyridyl ketone). Solvent: N1=CC=CC=C1 (pyridine), N1=CC=CC=C1 (pyridine), O (water). Conditions: time 8 hour. The product is N1=C(C=CC=C1)C(=O)C1=CC(=C(C=C1)OCC1=CC=CC=C1)NS(N(C)C)(=O)=O (4-benzyloxy-3-dimethylsulfamoylaminophenyl 2-pyridyl ketone). As a reaction SMILES: [CH3:1][N:2]([CH3:7])[S:3](Cl)(=[O:5])=[O:4].[N:8]1[CH:13]=[CH:12][CH:11]=[CH:10][C:9]=1[C:14]([C:16]1[CH:21]=[CH:20][C:19]([O:22][CH2:23][C:24]2[CH:29]=[CH:28][CH:27]=[CH:26][CH:25]=2)=[C:18]([NH2:30])[CH:17]=1)=[O:15]>N1C=CC=CC=1.O>[N:8]1[CH:13]=[CH:12][CH:11]=[CH:10][C:9]=1[C:14]([C:16]1[CH:21]=[CH:20][C:19]([O:22][CH2:23][C:24]2[CH:25]=[CH:26][CH:27]=[CH:28][CH:29]=2)=[C:18]([NH:30][S:3](=[O:5])(=[O:4])[N:2]([CH3:7])[CH3:1])[CH:17]=1)=[O:15]. Reported procedure: A solution of 4.7 g (32.8 mmol) of dimethylsulfamyl chloride in 5 ml of dry pyridine is added to 5.0 g (16.4 mmol) of 3-amino-4-benzyloxyphenyl 2-pyridyl ketone in 100 ml of dry pyridine at 0°-10° C. The reaction mixture is stirred in the cold overnight and then poured in water and extracted with ether. The ether extract is washed with water and extracted with dilute aqueous KOH. This basic extract is washed with ether, acidified with hydrochloric acid and extracted with methylene chloride. The ... Reactants: NC1=C(SC(=C1)C1=CC=NC=C1)C(=O)N (3-amino-5-(pyridin-4-yl)thiophene-2-carboxamide), S1(CCC(CC1)=O)=O (tetrahydro-4H-thiopyran-4-one 1-oxide), C1(=CC=C(C=C1)S(=O)(=O)O)C (p-toluenesulfonic acid). Run in C(C)(=O)O (acetic acid). Run at temperature 80 celsius, time 10 minute. Product: N1=CC=C(C=C1)C1=CC=2NC3(CCS(CC3)=O)NC(C2S1)=O (6-(pyridin-4-yl)-2′,3′,5′,6′-tetrahydro-1H-spiro [thieno[3,2-d]pyrimidine-2,4′-thiopyran]-4(3H)-one 1′-oxide). Yield: 16.6%. RXN SMILES: [NH2:1][C:2]1[CH:6]=[C:5]([C:7]2[CH:12]=[CH:11][N:10]=[CH:9][CH:8]=2)[S:4][C:3]=1[C:13]([NH2:15])=[O:14].[S:16]1(=[O:23])[CH2:21][CH2:20][C:19](=O)[CH2:18][CH2:17]1.C1(C)C=CC(S(O)(=O)=O)=CC=1>C(O)(=O)C>[N:10]1[CH:9]=[CH:8][C:7]([C:5]2[S:4][C:3]3[C:13](=[O:14])[NH:15][C:19]4([CH2:20][CH2:21][S:16](=[O:23])[CH2:17][CH2:18]4)[NH:1][C:2]=3[CH:6]=2)=[CH:12][CH:11]=1. Reported procedure: To a stirred solution of 3-amino-5-(pyridin-4-yl)thiophene-2-carboxamide (0.050 g, 0.23 mmol) in acetic acid (3 mL) were added tetrahydro-4H-thiopyran-4-one 1-oxide (0.061 g, 0.46 mmol) and p-toluenesulfonic acid (0.0040 g, 0.023 mmol). The mixture was heated at 80° C. overnight. Then, the solvent was removed and the obtained residue was taken up in methanol (20 mL). Solid NaHCO3 (1.5 g) was added, and the mixture was stirred for 10 min. The mixture was filtered, and the filtrate was chromatogra... The reactants are CCCCCCc1c(C(=O)OCC)sc2ccsc12, C1CCOC1, CCCC[N+](CCCC)(CCCC)CCCC, CO, Cl, [I-], [Li+], [OH-]. Product: CCCCCCc1c(C(=O)O)sc2ccsc12. Reaction SMILES: [CH2:1]([CH2:2][CH2:3][CH2:4][CH2:5][CH3:6])[c:7]1[c:8]2[c:9]([s:10][c:11]1[C:12](=[O:13])[O:14][CH2:15][CH3:16])[cH:17][cH:18][s:19]2.[CH2:22]1[O:23][CH2:24][CH2:25][CH2:26]1.[CH2:29]([N+:30]([CH2:31][CH2:32][CH2:33][CH3:34])([CH2:35][CH2:36][CH2:37][CH3:38])[CH2:39][CH2:40][CH2:41][CH3:42])[CH2:43][CH2:44][CH3:45].[CH3:46][OH:47].[ClH:27].[I-:28].[Li+:21].[OH-:20]>>[CH2:1]([CH2:2][CH2:3][CH2:4][CH2:5][CH3:6])[c:7]1[c:8]2[c:9]([s:10][c:11]1[C:12](=[O:13])[OH:14])[cH:17][cH:18][s:19]2. The reactants are C(C1=CC=CC=C1)N1CCC(CC1)=O (1-benzyl-4-oxopiperidine), Cl.NO (hydroxylamine hydrochloride), C(C)(=O)[O-].[Na+] (sodium acetate). Run in C(C)O (ethanol). Yields the product C(C1=CC=CC=C1)N1CCC(CC1)=NO (1-benzyl-4-hydroxyiminopiperidine). As a reaction SMILES: [CH2:1]([N:8]1[CH2:13][CH2:12][C:11](=O)[CH2:10][CH2:9]1)[C:2]1[CH:7]=[CH:6][CH:5]=[CH:4][CH:3]=1.Cl.[NH2:16][OH:17].C([O-])(=O)C.[Na+]>C(O)C>[CH2:1]([N:8]1[CH2:13][CH2:12][C:11](=[N:16][OH:17])[CH2:10][CH2:9]1)[C:2]1[CH:7]=[CH:6][CH:5]=[CH:4][CH:3]=1 |f:1.2,3.4|. Procedure: 18.9 g of 1-benzyl-4-oxopiperidine, 26.8 g of hydroxylamine hydrochloride, and 24.8 g of sodium acetate in 200 ml of ethanol are stirred for 8 hours. Reactants: CCc1ccc(OB([O-])[O-])cc1, COC(=O)C1=Cc2cc(Br)ccc2S(=O)(=O)CC1, O=C([O-])[O-], CCO, [K+], [K+], O, Cc1ccccc1. Product: CCc1ccc(-c2ccc3c(c2)C=C(C(=O)OC)CCS3(=O)=O)cc1. RXN SMILES: [B:19]([O-:20])([O-:29])[O:30][c:21]1[cH:22][cH:23][c:24]([CH2:27][CH3:28])[cH:25][cH:26]1.[Br:1][c:2]1[cH:3][cH:4][c:5]2[c:6]([cH:18]1)[CH:7]=[C:8]([C:14](=[O:15])[O:16][CH3:17])[CH2:9][CH2:10][S:11]2(=[O:12])=[O:13].[C:31](=[O:32])([O-:33])[O-:34].[CH2:38]([OH:39])[CH3:40].[K+:35].[K+:36].[OH2:37].[c:41]1([CH3:42])[cH:43][cH:44][cH:45][cH:46][cH:47]1>>[c:2]1(-[c:21]2[cH:22][cH:23][c:24]([CH2:27][CH3:28])[cH:25][cH:26]2)[cH:3][cH:4][c:5]2[c:6]([cH:18]1)[CH:7]=[C:8]([C:14](=[O:15])[O:16][CH3:17])[CH2:9][CH2:10][S:11]2(=[O:12])=[O:13]. The reactants are [Li]CCCC, O=[N+]([O-])c1ccccc1F, CCOC(=O)c1cc(CC)sc1N, C1CCOC1, O. Yields the product CCOC(=O)c1cc(CC)sc1Nc1ccccc1[N+](=O)[O-]. RXN SMILES: [CH2:14]([Li:15])[CH2:16][CH2:17][CH3:18].[F:19][c:20]1[c:21]([N+:26](=[O:27])[O-:28])[cH:22][cH:23][cH:24][cH:25]1.[NH2:1][c:2]1[s:3][c:4]([CH2:12][CH3:13])[cH:5][c:6]1[C:7](=[O:8])[O:9][CH2:10][CH3:11].[O:30]1[CH2:31][CH2:32][CH2:33][CH2:34]1.[OH2:29]>>[NH:1]([c:2]1[s:3][c:4]([CH2:12][CH3:13])[cH:5][c:6]1[C:7](=[O:8])[O:9][CH2:10][CH3:11])[c:20]1[c:21]([N+:26](=[O:27])[O-:28])[cH:22][cH:23][cH:24][cH:25]1.